From a dataset of the Open Reaction Database (ORD), a public repository of structured organic reaction records. describe an organic reaction: reactants, conditions, products, and yield Starting materials: C[SiH](Cl)C (dimethylchlorosilane), FC(C(C(F)(F)[Si](Cl)(Cl)Cl)(F)F)(CCC(F)(F)F)F (nonafluorohexyltrichlorosilane), C[SiH](Cl)C (dimethylchlorosilane), Cl[SiH3] (chlorosilane), C[Si](Cl)(Cl)C (dimethyldichlorosilane). The reagents and catalysts are [Cl-].C(CCCCCCCCCCCCC)[P+](CCCCCC)(CCCCCC)CCCCCC (tetradecyl(trihexyl)phosphonium chloride). Conditions: temperature 80 celsius. Yields the product FC(C(C(F)(F)[SiH](Cl)Cl)(F)F)(CCC(F)(F)F)F (Nonafluorohexyldichlorosilane). Isolated yield 92.8%. RXN SMILES: [F:1][C:2]([F:19])([CH2:13][CH2:14][C:15]([F:18])([F:17])[F:16])[C:3]([F:12])([F:11])[C:4]([Si:7](Cl)([Cl:9])[Cl:8])([F:6])[F:5].C[SiH](C)Cl.Cl[SiH3].C[Si](C)(Cl)Cl>[Cl-].C([P+](CCCCCC)(CCCCCC)CCCCCC)CCCCCCCCCCCCC>[F:19][C:2]([F:1])([CH2:13][CH2:14][C:15]([F:16])([F:17])[F:18])[C:3]([F:12])([F:11])[C:4]([SiH:7]([Cl:9])[Cl:8])([F:6])[F:5] |f:4.5|. Reported procedure: Under a nitrogen atmosphere, a 1-liter 3-necked flask equipped with a heating mantle, magnetic stirrer, pot thermometer, addition funnel and dry-ice condenser was charged with nonafluorohexyltrichlorosilane (457.8 g) and tetradecyl(trihexyl)phosphonium chloride (15.4 g). The mixture was heated to 80° C. and dimethylchlorosilane (124.9 g) was added to the mixture via addition funnel over 1 hr. The pot temperature dropped due to light chlorosilane refluxing. Upon completion of the addition, the re... The reactants are [N+](=O)([O-])C1=CC=C(C=C1)C1=NC(=NO1)C=1SC=CC1 (5-(4-nitrophenyl)-3-(2-thienyl)-1,2,4-oxadiazole), Cl (HCl), C(=O)([O-])[O-].[K+].[K+] (K2CO3). The reagents and catalysts are [Pd] (Pd on carbon). Run in alcohol. Product: NC1=CC=C(C=C1)C1=NC(=NO1)C=1SC=CC1 (5-(4-Aminophenyl)-3-(2-thienyl)-1,2,4-oxadiazole). Yield: 50.0%. RXN SMILES: [N+:1]([C:4]1[CH:9]=[CH:8][C:7]([C:10]2[O:14][N:13]=[C:12]([C:15]3[S:16][CH:17]=[CH:18][CH:19]=3)[N:11]=2)=[CH:6][CH:5]=1)([O-])=O.Cl.C([O-])([O-])=O.[K+].[K+]>[Pd]>[NH2:1][C:4]1[CH:9]=[CH:8][C:7]([C:10]2[O:14][N:13]=[C:12]([C:15]3[S:16][CH:17]=[CH:18][CH:19]=3)[N:11]=2)=[CH:6][CH:5]=1 |f:2.3.4|. Reported procedure: A suspension of 5-(4-nitrophenyl)-3-(2-thienyl)-1,2,4-oxadiazole (3.1 g, 0.01 mole) in 150 ml of absolute alcohol containing 1.84 ml of concentrated HCl is hydrogenated using 0.4 g of 5% Pd on carbon as catalyst. The solid is slurried with saturated K2CO3 solution and extracted with chloroform. Evaporation of the chloroform in vacuo gives the amine as a yellow solid, 1.4 g (50% yield).